This data is from the Open Reaction Database (ORD), a public repository of structured organic reaction records. The task is: describe an organic reaction: reactants, conditions, products, and yield Starting materials: C(C1=CC=CC=C1)N1CCOC2=C(C1)N=CC(=N2)Cl (8-benzyl-3-chloro-6,7,8,9-tetrahydropyrazino[2,3-f][1,4]oxazepine), C1(CC1)[C@@H](C)O ((1R)-1-cyclopropylethanol), [H-].[Na+] (sodium hydride), O (Water). Reagents/catalysts: C=1C=CC(=CC1)/C=C/C(=O)/C=C/C2=CC=CC=C2.C=1C=CC(=CC1)/C=C/C(=O)/C=C/C2=CC=CC=C2.C=1C=CC(=CC1)/C=C/C(=O)/C=C/C2=CC=CC=C2.[Pd].[Pd] (Pd2(dba)3), C=1C=CC(=CC1)P(C=2C=CC=CC2)C3=CC=C4C=CC=CC4=C3C5=C6C=CC=CC6=CC=C5P(C=7C=CC=CC7)C=8C=CC=CC8 (BINAP). Solvent: C1(=CC=CC=C1)C (toluene), C1(=CC=CC=C1)C (toluene). Reaction conditions: time 15 minute. The product is C(C1=CC=CC=C1)N1CCOC2=C(C1)N=CC(=N2)O[C@H](C)C2CC2 (8-benzyl-3-[(1R)-1-cyclopropylethoxy]-6,7,8,9-tetrahydropyrazino[2,3-f][1,4]oxazepine). Yield: 67.2%. As a reaction SMILES: [CH:1]1([C@H:4]([OH:6])[CH3:5])[CH2:3][CH2:2]1.[H-].[Na+].[CH2:9]([N:16]1[CH2:22][C:21]2[N:23]=[CH:24][C:25](Cl)=[N:26][C:20]=2[O:19][CH2:18][CH2:17]1)[C:10]1[CH:15]=[CH:14][CH:13]=[CH:12][CH:11]=1.O>C1(C)C=CC=CC=1.C1C=CC(/C=C/C(/C=C/C2C=CC=CC=2)=O)=CC=1.C1C=CC(/C=C/C(/C=C/C2C=CC=CC=2)=O)=CC=1.C1C=CC(/C=C/C(/C=C/C2C=CC=CC=2)=O)=CC=1.[Pd].[Pd].C1C=CC(P(C2C(C3C(P(C4C=CC=CC=4)C4C=CC=CC=4)=CC=C4C=3C=CC=C4)=C3C(C=CC=C3)=CC=2)C2C=CC=CC=2)=CC=1>[CH2:9]([N:16]1[CH2:22][C:21]2[N:23]=[CH:24][C:25]([O:6][C@@H:4]([CH:1]3[CH2:3][CH2:2]3)[CH3:5])=[N:26][C:20]=2[O:19][CH2:18][CH2:17]1)[C:10]1[CH:11]=[CH:12][CH:13]=[CH:14][CH:15]=1 |f:1.2,6.7.8.9.10|. Reported procedure: To a solution of (1R)-1-cyclopropylethanol (130 mg) in toluene (3 mL) was added sodium hydride (120 mg), and the mixture was stirred under a nitrogen atmosphere at room temperature for 15 min. A mixture of 8-benzyl-3-chloro-6,7,8,9-tetrahydropyrazino[2,3-f][1,4]oxazepine (415 mg), BINAP (41 mg), Pd2(dba)3 (28 mg) and toluene (3 ml) was added, and the mixture was stirred under an argon atmosphere at 100° C. for 3 hr. Water was added to the reaction solution, and the resultant product was extracte... The reactants are [Br-], Cl, [Li+], Nc1ccc(S)cc1, CCOC(=O)C1C(=O)Nc2ccccc2CC1c1ccccc1. Yields the product O=C1CC(c2ccccc2)Cc2ccccc2N1. Reaction SMILES: [Br-:32].[ClH:34].[Li+:33].[NH2:24][c:25]1[cH:26][cH:27][c:28]([SH:29])[cH:30][cH:31]1.[O:1]=[C:2]1[NH:3][c:4]2[c:5]([cH:20][cH:21][cH:22][cH:23]2)[CH2:6][CH:7]([c:14]2[cH:15][cH:16][cH:17][cH:18][cH:19]2)[CH:8]1[C:9]([O:10][CH2:11][CH3:12])=[O:13]>>[O:1]=[C:2]1[NH:3][c:4]2[c:5]([cH:20][cH:21][cH:22][cH:23]2)[CH2:6][CH:7]([c:14]2[cH:15][cH:16][cH:17][cH:18][cH:19]2)[CH2:8]1. Starting materials: CC(C)(C(=O)C1=CC=C(C=C1)OCCO)O (Irgacure 2959), C1=CC=C(C=C1)C(=O)C(=O)OCCOCCOC(=O)C(=O)C2=CC=CC=C2 (Irgacure 754), CC(C)(C(=O)C1=CC=C(C=C1)SC)N2CCOCC2 (Irgacure 907), CCC(CC1=CC=CC=C1)(C(=O)C2=CC=C(C=C2)N3CCOCC3)N(C)C (Irgacure 369). Reagents/catalysts: C1=C[CH]C=C1.C1=C[CH]C=C1.C1=CN(C=C1)[C]2C=CC(=C=C2F)F.C1=CN(C=C1)[C]2C=CC(=C=C2F)F.[Ti] (Irgacure 784). Product: OC(C(=O)C1=CC=CC=C1)(C)C (2-hydroxy-2-methyl-1-phenyl-propane-1-on). As a reaction SMILES: [CH3:1][C:2]([OH:16])([C:4]([C:6]1[CH:11]=[CH:10][C:9](OCCO)=[CH:8][CH:7]=1)=[O:5])[CH3:3].CC(N1CCOCC1)(C(C1C=CC(SC)=CC=1)=O)C.CCC(N(C)C)(C(C1C=CC(N2CCOCC2)=CC=1)=O)CC1C=CC=CC=1.C1C=CC(C(C(OCCOCCOC(C(C2C=CC=CC=2)=O)=O)=O)=O)=CC=1>C1C=C[CH]C=1.C1C=C[CH]C=1.C1C=CN([C]2C(F)=C=C(F)C=C2)C=1.C1C=CN([C]2C(F)=C=C(F)C=C2)C=1.[Ti]>[OH:16][C:2]([CH3:3])([CH3:1])[C:4]([C:6]1[CH:11]=[CH:10][CH:9]=[CH:8][CH:7]=1)=[O:5] |f:4.5.6.7.8,^1:92,97,103,116|. Procedure: Other examples are Irgacure 2959, Irgacure 127, Irgacure 907, Irgacure 369, Irgacure 379, Darocur TPO, Irgacure 819, Irgacure 784, Irgacure OXE01, Irgacure OXE02, and Irgacure 754 (all are manufactured by Ciba Specialty Chemicals). The reactants are CC(C)Cn1c(CN(C(=O)[O-])C(C)(C)C)c(-c2ccccc2)c2cc(-c3noc(=O)[nH]3)ccc2c1=O, CCO, CCOC(C)=O, Cl. Yields the product Cl, CC(C)Cn1c(CN)c(-c2ccccc2)c2cc(-c3noc(=O)[nH]3)ccc2c1=O. Reaction SMILES: [C:1]([N:5]([C:2](=[O:3])[O-:4])[CH2:9][c:10]1[n:11]([CH2:33][CH:34]([CH3:35])[CH3:36])[c:12](=[O:32])[c:13]2[cH:14][cH:15][c:16](-[c:26]3[n:27][o:28][c:29](=[O:31])[nH:30]3)[cH:17][c:18]2[c:19]1-[c:20]1[cH:21][cH:22][cH:23][cH:24][cH:25]1)([CH3:6])([CH3:7])[CH3:8].[CH3:38][CH2:39][OH:40].[CH3:41][CH2:42][O:43][C:44](=[O:45])[CH3:46].[ClH:37]>>[ClH:37].[NH2:5][CH2:9][c:10]1[n:11]([CH2:33][CH:34]([CH3:35])[CH3:36])[c:12](=[O:32])[c:13]2[cH:14][cH:15][c:16](-[c:26]3[n:27][o:28][c:29](=[O:31])[nH:30]3)[cH:17][c:18]2[c:19]1-[c:20]1[cH:21][cH:22][cH:23][cH:24][cH:25]1. Starting materials: O=C(NC1CCCC(O)C1)OCc1ccccc1, ClCCl, O=[Cr](=O)([O-])Cl, c1cc[nH+]cc1. Yields the product O=C1CCCC(NC(=O)OCc2ccccc2)C1. Reaction SMILES: [CH2:1]([c:2]1[cH:3][cH:4][cH:5][cH:6][cH:7]1)[O:8][C:9]([NH:10][CH:11]1[CH2:12][CH:13]([OH:17])[CH2:14][CH2:15][CH2:16]1)=[O:18].[Cl:30][CH2:31][Cl:32].[O:19]=[Cr:20]([Cl:21])([O-:22])=[O:23].[nH+:24]1[cH:25][cH:26][cH:27][cH:28][cH:29]1>>[CH2:1]([c:2]1[cH:3][cH:4][cH:5][cH:6][cH:7]1)[O:8][C:9]([NH:10][CH:11]1[CH2:12][C:13](=[O:17])[CH2:14][CH2:15][CH2:16]1)=[O:18]. Starting materials: [OH-].[Na+] (sodium hydroxide), C(CO)O (ethylene glycol), C(C)(C)(C)C1=C(C(=C(C(=C1)C)CC#N)C)O (4-tert.-Butyl-2,6-dimethyl-3-hydroxyphenylacetonitrile). The solvent is O (water), O (water). Conditions: temperature 50 celsius. Yields the product C(C)(C)(C)C1=C(C(=C(C(=C1)C)CC(=O)O)C)O (4-tert.-Butyl- 2,6-dimethyl-3-hydroxyphenylacetic acid). Reaction SMILES: [C:1]([C:5]1[CH:10]=[C:9]([CH3:11])[C:8](CC#N)=[C:7]([CH3:15])[C:6]=1[OH:16])([CH3:4])([CH3:3])[CH3:2].[OH-:17].[Na+].[CH2:19]([OH:22])[CH2:20]O>O>[C:1]([C:5]1[CH:10]=[C:9]([CH3:11])[C:8]([CH2:20][C:19]([OH:22])=[O:17])=[C:7]([CH3:15])[C:6]=1[OH:16])([CH3:4])([CH3:3])[CH3:2] |f:1.2|. Procedure: 65.1 grams of the compound of Example 3 was added with stirring to a solution of 36 grams of sodium hydroxide in 40 ml of ethylene glycol and 66 ml of water. The reaction mixture became homogenous at about 116° to 117° and was heated at this temperature for 2 hours. The reaction mixture was cooled by the addition of chopped ice and cold water to the reaction mixture to make a total volume of one liter. After clarifying the reaction mixture by filtration, the filtrate was made acid with concentra...